Dataset: the Open Reaction Database (ORD), a public repository of structured organic reaction records. Task: describe an organic reaction: reactants, conditions, products, and yield The reactants are BrC=1C(=C(C(=O)OC)C=CC1)OC (Methyl 3-bromo-2-methoxybenzoate), Tetrakis triphenylphosphine palladium, C(=O)([O-])[O-].[K+].[K+] (K2CO3), ClC1=CC=C(C=C1)B(O)O (4-chloro phenyl boronic acid). The solvent is C1(=CC=CC=C1)C (toluene). Conditions: temperature 120 celsius, time 10 minute. The product is ClC1=CC=C(C=C1)C1=C(C(=CC=C1)C(=O)OC)OC (Methyl 4′-chloro-2-methoxybiphenyl-3-carboxylate). Isolated yield 79.3%. As a reaction SMILES: Br[C:2]1[C:3]([O:12][CH3:13])=[C:4]([CH:9]=[CH:10][CH:11]=1)[C:5]([O:7][CH3:8])=[O:6].[Cl:14][C:15]1[CH:20]=[CH:19][C:18](B(O)O)=[CH:17][CH:16]=1.C([O-])([O-])=O.[K+].[K+]>C1(C)C=CC=CC=1>[Cl:14][C:15]1[CH:20]=[CH:19][C:18]([C:2]2[CH:11]=[CH:10][CH:9]=[C:4]([C:5]([O:7][CH3:8])=[O:6])[C:3]=2[O:12][CH3:13])=[CH:17][CH:16]=1 |f:2.3.4|. Procedure: Methyl 3-bromo-2-methoxybenzoate (1.9 g, 7.75 mmol, 1.0 eq) was dissolved in toluene and treated with 4-chloro phenyl boronic acid (1.2 g, 7.75 mmol, 1 eq). The reaction mixture was stirred for 10 minutes, purged with nitrogen for 10 minutes and degassed with vacuum. Tetrakis triphenylphosphine palladium (0.447 g, 0.387 mmol, 0.05 eq) and K2CO3 (1.6 g, 11.62 mmol, 1.5 eq) were then added to the mixture. The mixture was heated to reflux for 12 h at 120° C. and cooled to ambient temperature. The s... Reactants: [Al+3], C1CCOC1, CCCn1cnc(C=O)c1, [H-], [H-], [H-], [H-], [Li+], [Mg+2], [Na+], O=S(=O)([O-])[O-], [OH-], O. Product: CCCn1cnc(CO)c1. As a reaction SMILES: [Al+3:2].[CH2:25]1[O:26][CH2:27][CH2:28][CH2:29]1.[CH2:7]([CH2:8][CH3:9])[n:10]1[cH:11][n:12][c:13]([CH:15]=[O:16])[cH:14]1.[H-:1].[H-:4].[H-:5].[H-:6].[Li+:3].[Mg+2:19].[Na+:18].[O-:20][S:21]([O-:22])(=[O:23])=[O:24].[OH-:17].[OH2:30]>>[CH2:7]([CH2:8][CH3:9])[n:10]1[cH:11][n:12][c:13]([CH2:15][OH:16])[cH:14]1. Starting materials: CN(C)C=O, CN(C)C(C)(C)CCl, Cl, [H-], [H][H], [Na+], S=c1[nH]c2ccccc2cc1-c1ccccc1. The product is Cl, CN(C)C(C)(C)CSc1nc2ccccc2cc1-c1ccccc1. Reaction SMILES: [CH3:31][N:32]([CH3:33])[CH:34]=[O:35].[Cl:23][CH2:24][C:25]([CH3:26])([CH3:27])[N:28]([CH3:29])[CH3:30].[ClH:22].[H-:18].[H:20][H:21].[Na+:19].[c:1]1(-[c:7]2[c:8](=[S:17])[nH:9][c:10]3[cH:11][cH:12][cH:13][cH:14][c:15]3[cH:16]2)[cH:2][cH:3][cH:4][cH:5][cH:6]1>>[ClH:23].[c:1]1(-[c:7]2[c:8]([S:17][CH2:24][C:25]([CH3:26])([CH3:27])[N:28]([CH3:29])[CH3:30])[n:9][c:10]3[cH:11][cH:12][cH:13][cH:14][c:15]3[cH:16]2)[cH:2][cH:3][cH:4][cH:5][cH:6]1.